Dataset: the Open Reaction Database (ORD), a public repository of structured organic reaction records. Task: describe an organic reaction: reactants, conditions, products, and yield The reactants are OC1=C(SC=C1)C(F)(F)F (3-hydroxy-2-(trifluoromethyl)thiophene), ClC1=CC(=NC(=N1)C1=CC=C(C=C1)C(F)(F)F)C (6-chloro-4-methyl-2-(α,α,α-trifluoro-p-tolyl)pyrimidine), C(=O)([O-])[O-].[K+].[K+] (K2CO3). Solvent: O (water), CN(C=O)C (dimethylformamide). Conditions: temperature 100 celsius. Yields the product CC1=NC(=NC(=C1)OC1=CSC(=C1)C(F)(F)F)C1=CC=C(C=C1)C(F)(F)F (4-Methyl-2-(α,α,α-trifluoro-p-tolyl)-6-{[5-(trifluoromethyl)-3-thienyl]oxy}pyrimidine). The yield is 73.0%. As a reaction SMILES: O[C:2]1[CH:6]=[CH:5][S:4][C:3]=1[C:7]([F:10])([F:9])[F:8].Cl[C:12]1[N:17]=[C:16]([C:18]2[CH:23]=[CH:22][C:21]([C:24]([F:27])([F:26])[F:25])=[CH:20][CH:19]=2)[N:15]=[C:14]([CH3:28])[CH:13]=1.C([O-])([O-])=[O:30].[K+].[K+]>CN(C)C=O.O>[CH3:28][C:14]1[CH:13]=[C:12]([O:30][C:6]2[CH:2]=[C:3]([C:7]([F:10])([F:9])[F:8])[S:4][CH:5]=2)[N:17]=[C:16]([C:18]2[CH:23]=[CH:22][C:21]([C:24]([F:27])([F:26])[F:25])=[CH:20][CH:19]=2)[N:15]=1 |f:2.3.4|. Reported procedure: A mixture of 3-hydroxy-2-(trifluoromethyl)thiophene (0.50 g, 2.98 mmol) and 6-chloro-4-methyl-2-(α,α,α-trifluoro-p-tolyl)pyrimidine (0.31g, 2.98 mmol) in dimethylformamide is treated with K2CO3 (0.62 g, 4.47 mmol), heated at 100° C. for 17 hours, cooled to room temperature and diluted with water. The resultant reaction mixture is extracted with ether. The ether extracts are combined, washed sequentially with water and brine, dried over MgSO4 and concentrated in vacuo to give a brown solid residu... Starting materials: O1CCN(CC1)CCN (2-Morpholinoethanamine), CN(\C=C(/C(=O)OCC)\C(C1=C(C=CC(=C1)I)F)=O)C ((Z)-Ethyl 3-(dimethylamino)-2-(2-fluoro-5-iodobenzoyl)acrylate), CN(\C=C(/C(=O)OCC)\C(C1=C(C=CC(=C1)I)F)=O)C ((Z)-Ethyl 3-(dimethylamino)-2-(2-fluoro-5-iodobenzoyl)acrylate), C([O-])([O-])=O.[K+].[K+] (potassium carbonate). Run at temperature 40 celsius, time 3 hour. Product: IC=1C=C2C(C(=CN(C2=CC1)CCN1CCOCC1)C(=O)OCC)=O (ethyl 6-iodo-1-(2-morpholinoethyl)-4-oxo-1,4-dihydroquinoline -3-carboxylate). RXN SMILES: [O:1]1[CH2:6][CH2:5][N:4]([CH2:7][CH2:8][NH2:9])[CH2:3][CH2:2]1.CN(C)/[CH:12]=[C:13](/[C:19](=[O:28])[C:20]1[CH:25]=[C:24]([I:26])[CH:23]=[CH:22][C:21]=1F)\[C:14]([O:16][CH2:17][CH3:18])=[O:15].C(=O)([O-])[O-].[K+].[K+]>>[I:26][C:24]1[CH:25]=[C:20]2[C:21](=[CH:22][CH:23]=1)[N:9]([CH2:8][CH2:7][N:4]1[CH2:5][CH2:6][O:1][CH2:2][CH2:3]1)[CH:12]=[C:13]([C:14]([O:16][CH2:17][CH3:18])=[O:15])[C:19]2=[O:28] |f:2.3.4|. Procedure details: 2-Morpholinoethanamine (0.88 g, 6.7 mmol) was added to the stock solution of (Z)-ethyl 3-(dimethylamino)-2-(3-iodobenzoyl)acrylate (Intermediate 24, 0.38M, 18 mL, 7 mmol) and the mixture was heated at 40° C. for 3 h. The solvent was removed in vacuo and the resulting residue was dried in a vacuum oven for 1.5 h. The residue was then dissolved in dimethyl formamide (5 mL) and potassium carbonate powder (1.2 g, 10 mmol) was added. The reaction was heated at 70° C. for a further 3 h then cooled to ... Reactants: BrC=1C=CC=2N(C1)C=C(N2)C2=CC=C(C=C2)O (6-bromo-2-(4′-hydroxyphenyl)imidazo[1,2-a]pyridine), C([O-])([O-])=O.[K+].[K+] (potassium carbonate), BrCCCO (3-bromo-1-propanol). The solvent is O (water). Conditions: time 17 hour. The product is BrC=1C=CC=2N(C1)C=C(N2)C2=CC=C(C=C2)OCCCO (6-bromo-2-[4′-(3″-hydroxypropoxy)phenyl]imidazo[1,2-a]pyridine). Isolated yield 73.4%. As a reaction SMILES: [Br:1][C:2]1[CH:3]=[CH:4][C:5]2[N:6]([CH:8]=[C:9]([C:11]3[CH:16]=[CH:15][C:14]([OH:17])=[CH:13][CH:12]=3)[N:10]=2)[CH:7]=1.C(=O)([O-])[O-].[K+].[K+].Br[CH2:25][CH2:26][CH2:27][OH:28]>O>[Br:1][C:2]1[CH:3]=[CH:4][C:5]2[N:6]([CH:8]=[C:9]([C:11]3[CH:16]=[CH:15][C:14]([O:17][CH2:25][CH2:26][CH2:27][OH:28])=[CH:13][CH:12]=3)[N:10]=2)[CH:7]=1 |f:1.2.3|. Procedure details: 1.45 g (corresponding to 5.0 mmol) of 6-bromo-2-(4′-hydroxyphenyl)imidazo[1,2-a]pyridine that was sufficiently dried to remove moisture was dissolved in 50 mL of N,N-dimethylformamide, and 2.07 g (corresponding to 15.0 mmol) of potassium carbonate was added thereto. The mixture was supplemented with 680 μL (corresponding to 7.5 mmol) of 3-bromo-1-propanol, and then the solution was stirred at room temperature for 17 hours. After the completion of the reaction, the reaction solution was poured in... Reactants: BrC1=CC(=C(C=C1)NC(OC(C)(C)C)=O)[N+](=O)[O-] (tert-butyl 4-bromo-2-nitrophenylcarbamate), S1C(=CC=C1)B(O)O (2-thienyl boronic acid), C(=O)([O-])[O-].[K+].[K+] (K2CO3), C(C)O (ethanol). Reagents/catalysts: C=1C=CC(=CC1)[P](C=2C=CC=CC2)(C=3C=CC=CC3)[Pd]([P](C=4C=CC=CC4)(C=5C=CC=CC5)C=6C=CC=CC6)([P](C=7C=CC=CC7)(C=8C=CC=CC8)C=9C=CC=CC9)[P](C=1C=CC=CC1)(C=1C=CC=CC1)C=1C=CC=CC1.[Pd] (tetrakis Pd). Run in C1(=CC=CC=C1)C (toluene), O (Water). Conditions: temperature 90 celsius. Yields the product [N+](=O)([O-])C1=C(C=CC(=C1)C=1SC=CC1)NC(OC(C)(C)C)=O (tert-butyl 2-nitro-4-thien-2-ylphenylcarbamate). The yield is 88.0%. As a reaction SMILES: Br[C:2]1[CH:7]=[CH:6][C:5]([NH:8][C:9](=[O:15])[O:10][C:11]([CH3:14])([CH3:13])[CH3:12])=[C:4]([N+:16]([O-:18])=[O:17])[CH:3]=1.C([O-])([O-])=O.[K+].[K+].C(O)C.[S:28]1[CH:32]=[CH:31][CH:30]=[C:29]1B(O)O>C1(C)C=CC=CC=1.C1C=CC([P]([Pd]([P](C2C=CC=CC=2)(C2C=CC=CC=2)C2C=CC=CC=2)([P](C2C=CC=CC=2)(C2C=CC=CC=2)C2C=CC=CC=2)[P](C2C=CC=CC=2)(C2C=CC=CC=2)C2C=CC=CC=2)(C2C=CC=CC=2)C2C=CC=CC=2)=CC=1.[Pd].O>[N+:16]([C:4]1[CH:3]=[C:2]([C:29]2[S:28][CH:32]=[CH:31][CH:30]=2)[CH:7]=[CH:6][C:5]=1[NH:8][C:9](=[O:15])[O:10][C:11]([CH3:14])([CH3:13])[CH3:12])([O-:18])=[O:17] |f:1.2.3,7.8,^1:46,48,67,86|. Procedure: To a solution of tert-butyl 4-bromo-2-nitrophenylcarbamate obtained in step IV above (1.0 eq) in toluene, was added 10 mol % of tetrakis Pd, heated to 90° C. for 30 min, then aq K2CO3 and ethanol were added, followed by addition of 2-thienyl boronic acid portionwise and then reaction was refluxed overnight. Water was added to the reaction mixture and the organic layer was separated, dried over anhydrous Na2SO4 and concentrated under reduced pressure to afford crude product, which, on purificatio... Starting materials: Brc1coc2ccccc12, CCO, O=[N+]([O-])[N+](=O)[O-]. The product is O=[N+]([O-])c1oc2ccccc2c1Br. Reaction SMILES: [Br:1][c:2]1[cH:3][o:4][c:5]2[c:6]1[cH:7][cH:8][cH:9][cH:10]2.[CH3:17][CH2:18][OH:19].[O-:11][N+:12](=[O:13])[N+:14](=[O:15])[O-:16]>>[Br:1][c:2]1[c:3]([N+:12](=[O:11])[O-:13])[o:4][c:5]2[c:6]1[cH:7][cH:8][cH:9][cH:10]2. Reactants: ClC1=C2C(=NN=C1C1=CC=CC=C1)N(N=C2C2=C(C=CC=C2)Cl)C (4-chloro-3-(2-chlorophenyl)-1-methyl-5-phenyl-1H-pyrazolo[3,4-c]pyridazine), CN1N=C(C=C1N)C1=CC=CC=C1 (1-methyl-3-phenyl-1H-pyrazol-5-amine), FC1=CC=C(C=C1)C#C (4-fluorophenylacetylene). The product is ClC1=C2C(=NN=C1C1=CC=C(C=C1)F)N(N=C2C2=CC=CC=C2)C (4-chloro-5-(4-fluorophenyl)-1-methyl-3-phenyl-1H-pyrazolo[3,4-c]pyridazine). RXN SMILES: [Cl:1][C:2]1[C:7]([C:8]2[CH:13]=[CH:12][CH:11]=[CH:10][CH:9]=2)=[N:6][N:5]=[C:4]2[N:14]([CH3:24])[N:15]=[C:16]([C:17]3[CH:22]=[CH:21][CH:20]=[CH:19][C:18]=3Cl)[C:3]=12.CN1C(N)=CC(C2C=CC=CC=2)=N1.[F:38]C1C=CC(C#C)=CC=1>>[Cl:1][C:2]1[C:7]([C:8]2[CH:13]=[CH:12][C:11]([F:38])=[CH:10][CH:9]=2)=[N:6][N:5]=[C:4]2[N:14]([CH3:24])[N:15]=[C:16]([C:17]3[CH:22]=[CH:21][CH:20]=[CH:19][CH:18]=3)[C:3]=12. Procedure details: Compound 4 was synthesised following similar procedures outlined in Example 1 (Compound 37), starting from Step 2 using 1-methyl-3-phenyl-1H-pyrazol-5-amine instead of 3-(2-chlorophenyl)-1-methyl-1H-pyrazol-5-amine and 4-fluorophenylacetylene instead of phenyl acetylene in Step 4. The reactants are O=C1\C(\C2=C(N1)SC(=C2)C(=O)O)=C/C=2NC=CC2 ((Z)-5,6-dihydro-5-oxo-4-[(1H-pyrrol-2-yl)methylene]-4H-thieno[2,3-b]pyrrole-2-carboxylic acid), ON1N=NC2=C1C=CC=C2 (1-hydroxybenzotriazole), 1-(tetrahydro-pyran-2-yloxy) amine, Cl.CON(CCCN=C=NCC)OC (1-(3-dimethoxyaminopropyl)-3-ethylcarbodiimide hydrochloride), C(C)(C)N(CC)C(C)C (diisopropylethylamine), CN(C=O)C (dimethylformamide). Run in C(C)(=O)OCC (ethyl acetate). The product is O1C(CCCC1)ONC(=O)C1=CC/2=C(NC(\C2=C/C=2NC=CC2)=O)S1 ((Z)-5-Oxo-4-[1H-pyrrol-2-ylmethylene]-5,6-dihydro-4H-thieno[2,3-b]pyrrole-2-carboxylic acid (tetrahydro-pyran-2-yloxy)-amide). Reaction SMILES: [O:1]=[C:2]1[NH:6][C:5]2[S:7][C:8]([C:10]([OH:12])=O)=[CH:9][C:4]=2/[C:3]/1=[CH:13]/[C:14]1[NH:15][CH:16]=[CH:17][CH:18]=1.ON1C2[CH:25]=[CH:26][CH:27]=[CH:28][C:23]=2N=N1.Cl.C[O:31][N:32](OC)CCCN=C=NCC.C(N(C(C)C)CC)(C)C.CN(C)C=[O:55]>C(OCC)(=O)C>[O:55]1[CH2:25][CH2:26][CH2:27][CH2:28][CH:23]1[O:31][NH:32][C:10]([C:8]1[S:7][C:5]2[NH:6][C:2](=[O:1])/[C:3](=[CH:13]\[C:14]3[NH:15][CH:16]=[CH:17][CH:18]=3)/[C:4]=2[CH:9]=1)=[O:12] |f:2.3|. Procedure: A solution of (Z)-5,6-dihydro-5-oxo-4-[(1H-pyrrol-2-yl)methylene]-4H-thieno[2,3-b]pyrrole-2-carboxylic acid (250 mg, 0.95 mmol), 1-hydroxybenzotriazole (1.1 mmol, 150 mg), 1-(tetrahydro-pyran-2-yloxy) amine (1.25 mmol, 146 mg), 1-(3-dimethoxyaminopropyl)-3-ethylcarbodiimide hydrochloride (1.1 mmol, 208 mg) and diisopropylethylamine (1.1 mmol, 190 mg) in dimethylformamide (4 ml) was stirred at room temperature for 3 hours then diluted with ethyl acetate and washed with 2M hydrochloric acid, satur... Starting materials: C(C)OC1=CC=C2C[C@@H](C(C2=C1)=O)NC(C(F)(F)F)=O (N-[(2S)-6-Ethoxy-2,3-dihydro-1-oxo-1H-inden-2-yl]-2,2,2-trifluoroacetamide), C(C)[SiH](CC)CC (triethylsilane). The solvent is FC(C(=O)O)(F)F (trifluoroacetic acid). Yields the product C(C)OC=1C=C2C[C@H](CC2=CC1)NC(C(F)(F)F)=O (N-[(2S)-5-Ethoxy-2,3-dihydro-1H-inden-2-yl]-2,2,2-trifluoroacetamide). Reaction SMILES: [CH2:1]([O:3][C:4]1[CH:12]=[C:11]2[C:7]([CH2:8][C@H:9]([NH:14][C:15](=[O:20])[C:16]([F:19])([F:18])[F:17])[C:10]2=O)=[CH:6][CH:5]=1)[CH3:2].C([SiH](CC)CC)C>FC(F)(F)C(O)=O>[CH2:1]([O:3][C:4]1[CH:12]=[C:11]2[C:7](=[CH:6][CH:5]=1)[CH2:8][C@H:9]([NH:14][C:15](=[O:20])[C:16]([F:18])([F:17])[F:19])[CH2:10]2)[CH3:2]. Reported procedure: N-t(2S)-6-Ethoxy-2,3-dihydro-1-oxo-1H-inden-2-yl]-2,2,2-trifluoroacetamide (V, EXAMPLE 4, 5.75 g, 20 mmol) is dissolved in 28.8 ml of trifluoroacetic acid and triethylsilane (9.6 ml, 60 mmol, 3 equiv.) is added. The reaction mixture is heated at reflux for 3 hr and then concentrated under reduced pressure. The product is partitioned between saturated sodium carbonate (30 ml) and ethyl acetate (60 ml). The organic layer is collected and concentrated to a solid. The solid is purified by flash chro...